From a dataset of the Open Reaction Database (ORD), a public repository of structured organic reaction records. describe an organic reaction: reactants, conditions, products, and yield Starting materials: C(C)(=O)NC1=CC=C(C=C1C1=C(C=C(C=C1C)OCC1=CC=CC=C1)C)C(=O)OCC (ethyl 6-(acetylamino)-4′-(benzyloxy)-2′,6′-dimethylbiphenyl-3-carboxylate). Reagents/catalysts: [C].[Pd] (palladium-carbon). Solvent: C(C)O (ethanol). Reaction conditions: time 8 hour. The product is C(C)(=O)NC1=CC=C(C=C1C1=C(C=C(C=C1C)O)C)C(=O)OCC (ethyl 6-(acetylamino)-4′-hydroxy-2′,6′-dimethylbiphenyl-3-carboxylate). Yield: 85.7%. Reaction SMILES: [C:1]([NH:4][C:5]1[C:10]([C:11]2[C:16]([CH3:17])=[CH:15][C:14]([O:18]CC3C=CC=CC=3)=[CH:13][C:12]=2[CH3:26])=[CH:9][C:8]([C:27]([O:29][CH2:30][CH3:31])=[O:28])=[CH:7][CH:6]=1)(=[O:3])[CH3:2]>[C].[Pd].C(O)C>[C:1]([NH:4][C:5]1[C:10]([C:11]2[C:12]([CH3:26])=[CH:13][C:14]([OH:18])=[CH:15][C:16]=2[CH3:17])=[CH:9][C:8]([C:27]([O:29][CH2:30][CH3:31])=[O:28])=[CH:7][CH:6]=1)(=[O:3])[CH3:2] |f:1.2|. Procedure: A mixture of ethyl 6-(acetylamino)-4′-(benzyloxy)-2′,6′-dimethylbiphenyl-3-carboxylate (809 mg, 1.94 mmol), 10% palladium-carbon (50% water-containing product, 404 mg) and ethanol (10 mL) was stirred overnight under a hydrogen atmosphere at room temperature. The catalyst was filtered off, and the filtrate was concentrated under reduced pressure to give the title compound (544 mg, yield 86%) as colorless crystals. RXN SMILES: [CH:1]1([C:10]([O:12][C:13]2[CH:22]=[CH:21][C:16]([C:17]([O:19]C)=[O:18])=[C:15]([O:23][CH3:24])[CH:14]=2)=[O:11])[C:9]2[C:4](=[CH:5][CH:6]=[CH:7][CH:8]=2)[CH2:3][CH2:2]1.O.O[Li].O>C1COCC1>[CH:1]1([C:10]([O:12][C:13]2[CH:22]=[CH:21][C:16]([C:17]([OH:19])=[O:18])=[C:15]([O:23][CH3:24])[CH:14]=2)=[O:11])[C:9]2[C:4](=[CH:5][CH:6]=[CH:7][CH:8]=2)[CH2:3][CH2:2]1 |f:2.3|. Run in C1CCOC1 (THF). The reactants are C1(CCC2=CC=CC=C12)C(=O)OC1=CC(=C(C(=O)OC)C=C1)OC (methyl 4-(1-indanoyloxy)-2-methoxy-benzoate), O (H2O), O[Li].O (LiOH.H2O). Reported procedure: To a stirred solution of methyl 4-(1-indanoyloxy)-2-methoxy-benzoate (125 mg, 0.43 mmol) in THF:H2O (1 mL: 0.2 mL) was added LiOH.H2O (35.2 mg, 0.84 mmol). The reaction was heated to 45° C. over 12 h and then cooled to ambient temperature. The solvent was removed under reduced pressure. The crude solid was passed through a small plug of silca gel packed in 80:20 hexanes:EtOAc and eluted with 50:50 hexanes:EtOAc. The solvent was removed under reduced pressure to afford 4-(1-indanoyloxy)-2-methoxy... The product is C1(CCC2=CC=CC=C12)C(=O)OC1=CC(=C(C(=O)O)C=C1)OC (4-(1-indanoyloxy)-2-methoxy-benzoic acid). Run at temperature 45 celsius. Starting materials: BrC=1SC(=CC1C(=O)O)C1=CC=CC=C1 (2-bromo-5-phenylthiophene-3-carboxylic acid), [BH4-].[Na+] (sodium borohydride). The solvent is S(=O)(Cl)Cl (thionyl chloride), C(OC)COC (dimethoxyethane). Run at time 30 minute. Product: BrC=1SC(=CC1CO)C1=CC=CC=C1 ((2-bromo-5-phenylthiophen-3-yl)methanol). Isolated yield 89.1%. Reaction SMILES: [Br:1][C:2]1[S:3][C:4]([C:10]2[CH:15]=[CH:14][CH:13]=[CH:12][CH:11]=2)=[CH:5][C:6]=1[C:7](O)=[O:8].[BH4-].[Na+]>S(Cl)(Cl)=O.C(COC)OC>[Br:1][C:2]1[S:3][C:4]([C:10]2[CH:11]=[CH:12][CH:13]=[CH:14][CH:15]=2)=[CH:5][C:6]=1[CH2:7][OH:8] |f:1.2|. Procedure details: Under a nitrogen atmosphere, a suspension of 2-bromo-5-phenylthiophene-3-carboxylic acid (11d) (260 mg, 0.92 mmol) in thionyl chloride (2 mL) was refluxed for 30 minutes. The reaction mixture was concentrated in vacuo and co-evaporated with toluene to provide an oil which was slowly added to a solution of sodium borohydride (81 mg, 0.92 mmol) in anhydrous dimethoxyethane (8 mL) under a nitrogen atmosphere at 10° C. After stirring at room temperature for 30 minutes, the reaction mixture was conce...